This data is from the Open Reaction Database (ORD), a public repository of structured organic reaction records. The task is: describe an organic reaction: reactants, conditions, products, and yield Starting materials: C(C)(C)(C)OC(=O)N1[C@@H](CCC1)CNC=1C(=NC(=NC1)Cl)OC1=CC=C(C=C1)OC (2-(S)-{[2-Chloro-4-(4-methoxy-phenoxy)-pyrimidin-5-ylamino]-methyl}-pyrrolidine-1-carboxylic acid tert-butyl ester), COC1=CC=C(C=C1)O (4-methoxyphenol). Yields the product C(C)(C)(C)OC(=O)N1[C@@H](CCC1)CNC=1C(=NC(=NC1)Cl)OC1=CC=C(C=C1)CO (2-(S)-{[2-Chloro-4-(4-hydroxymethyl-phenoxy)-pyrimidin-5-ylamino]-methyl}-pyrrolidine-1-carboxylic acid tert-butyl ester). Reaction SMILES: [C:1]([O:5][C:6]([N:8]1[CH2:12][CH2:11][CH2:10][C@H:9]1[CH2:13][NH:14][C:15]1[C:16]([O:22][C:23]2[CH:28]=[CH:27][C:26](OC)=[CH:25][CH:24]=2)=[N:17][C:18]([Cl:21])=[N:19][CH:20]=1)=[O:7])([CH3:4])([CH3:3])[CH3:2].[CH3:31][O:32]C1C=CC(O)=CC=1>>[C:1]([O:5][C:6]([N:8]1[CH2:12][CH2:11][CH2:10][C@H:9]1[CH2:13][NH:14][C:15]1[C:16]([O:22][C:23]2[CH:28]=[CH:27][C:26]([CH2:31][OH:32])=[CH:25][CH:24]=2)=[N:17][C:18]([Cl:21])=[N:19][CH:20]=1)=[O:7])([CH3:3])([CH3:2])[CH3:4]. Reported procedure: The title compound was prepared in a same manner to Compound 1e in Example 1. Using an adaptation of the method described in Procedures A-C, substituting 4-hydroxymethyl-phenol for 4-methoxyphenol in Procedure A, the title Compound 18a was obtained. MS: m/z 435.2 (M+H)+.